This data is from the Open Reaction Database (ORD), a public repository of structured organic reaction records. The task is: describe an organic reaction: reactants, conditions, products, and yield The reactants are COC(COC1=C2C(=C(N(C2=C2C(=C1)CCCC2)CC2=CC=CC=C2)CC)C(C(=O)N)=O)=O (2-[[3-(2-amino-1,2-dioxoethyl)-1-benzyl-2-ethyl-6,7,8,9-tetrahydro-1H-benz[g]indol-4-yl]oxy]acetic acid methyl ester), [OH-].[Li+] (lithium hydroxide). Solvent: O1CCCC1.CO (tetrahydrofuran methanol). Product: NC(C(=O)C1=C(N(C2=C3C(=CC(=C12)OCC(=O)O)CCCC3)CC3=CC=CC=C3)CC)=O (2-[[3-(2-amino-1,2-dioxoethyl)-1-benzyl-2-ethyl-6,7,8,9-tetrahydro-1H-benz[g]indol-4-yl]oxy]acetic acid). Yield: 88.2%. As a reaction SMILES: C[O:2][C:3](=[O:33])[CH2:4][O:5][C:6]1[CH:14]=[C:13]2[CH2:15][CH2:16][CH2:17][CH2:18][C:12]2=[C:11]2[C:7]=1[C:8]([C:28](=[O:32])[C:29]([NH2:31])=[O:30])=[C:9]([CH2:26][CH3:27])[N:10]2[CH2:19][C:20]1[CH:25]=[CH:24][CH:23]=[CH:22][CH:21]=1.[OH-].[Li+]>O1CCCC1.CO>[NH2:31][C:29](=[O:30])[C:28]([C:8]1[C:7]2[C:11](=[C:12]3[CH2:18][CH2:17][CH2:16][CH2:15][C:13]3=[CH:14][C:6]=2[O:5][CH2:4][C:3]([OH:33])=[O:2])[N:10]([CH2:19][C:20]2[CH:25]=[CH:24][CH:23]=[CH:22][CH:21]=2)[C:9]=1[CH2:26][CH3:27])=[O:32] |f:1.2,3.4|. Procedure: A solution of 2-[[3-(2-amino-1,2-dioxoethyl)-1-benzyl-2-ethyl-6,7,8,9-tetrahydro-1H-benz[g]indol-4-yl]oxy]acetic acid methyl ester (150 mg, 0.334 mmol) in 3:1 tetrahydrofuran/methanol (4 mL) was treated with 1 M lithium hydroxide solution (1 mL) at room temperature for 1 h. The reaction mixture was concentrated in vacuo to one half the original volume and treated with 1 M hydrochloric acid (1 mL). The resulting suspension was diluted with water (5 mL), stirred, and the precipitate collected via ... The reactants are C(OC)(OC)OC (trimethyl orthoformate), C1(=CC=C(C=C1)S(=O)(=O)O)C (para-toluenesulfonic acid), BrC=1C=CC(=C(C1)NC)[N+](=O)[O-] ((5-bromo-2-nitro-phenyl)-methyl-amine), [Sn](Cl)Cl (tin(II) chloride). The solvent is C1(=CC=CC=C1)C (toluene), C(C)O (ethanol). Reaction conditions: temperature 80 celsius, time 4 hour. Product: BrC=1C=CC2=C(N(C=N2)C)C1 (6-bromo-1-methyl-1H-benzoimidazole). Yield: 44.0%. As a reaction SMILES: [Br:1][C:2]1[CH:3]=[CH:4][C:5]([N+:10]([O-])=O)=[C:6]([NH:8][CH3:9])[CH:7]=1.[Sn](Cl)Cl.[CH:16](OC)(OC)OC.C1(C)C=CC(S(O)(=O)=O)=CC=1>C(O)C.C1(C)C=CC=CC=1>[Br:1][C:2]1[CH:3]=[CH:4][C:5]2[N:10]=[CH:9][N:8]([CH3:16])[C:6]=2[CH:7]=1. Procedure details: To a suspension of (5-bromo-2-nitro-phenyl)-methyl-amine (1.2 g, 5.19 mmol) in ethanol (25 mL) was added tin(II) chloride (1.97 g, 10.39 mmol). The reaction mixture was stirred at 80° C. for 4 h, then it was concentrated in vacuo. To the residue was added toluene (12 mL), trimethyl orthoformate (0.625 mL, 5.71 mmol), and para-toluenesulfonic acid (49 mg, 0.26 mmol). The reaction mixture was stirred at 110° C. for 15 h, then it was concentrated in vacuo and the residue was adsorbed on silica gel.... RXN SMILES: [Br:39].[C:1]([CH3:2])(=[O:3])[c:4]1[cH:5][c:6]2[c:7](=[O:36])[n:8]([CH:16]3[CH2:17][CH2:18][N:19]([c:22]4[n:23][cH:24][n:25][c:26]5[cH:27][c:28]([O:34][CH3:35])[c:29]([O:32][CH3:33])[cH:30][c:31]45)[CH2:20][CH2:21]3)[c:9](=[O:15])[n:10]([CH3:14])[c:11]2[cH:12][cH:13]1.[CH2:43]1[O:44][CH2:45][CH2:46][O:47][CH2:48]1.[CH:49]([Cl:50])([Cl:51])[Cl:52].[ClH:42].[Na+:41].[OH-:40].[OH:37][Br:38]>>[C:1]([OH:3])([c:4]1[cH:5][c:6]2[c:7](=[O:36])[n:8]([CH:16]3[CH2:17][CH2:18][N:19]([c:22]4[n:23][cH:24][n:25][c:26]5[cH:27][c:28]([O:34][CH3:35])[c:29]([O:32][CH3:33])[cH:30][c:31]45)[CH2:20][CH2:21]3)[c:9](=[O:15])[n:10]([CH3:14])[c:11]2[cH:12][cH:13]1)=[O:37]. Starting materials: Br, COc1cc2ncnc(N3CCC(n4c(=O)c5cc(C(C)=O)ccc5n(C)c4=O)CC3)c2cc1OC, C1COCCO1, ClC(Cl)Cl, Cl, [Na+], [OH-], OBr. The product is COc1cc2ncnc(N3CCC(n4c(=O)c5cc(C(=O)O)ccc5n(C)c4=O)CC3)c2cc1OC. The reactants are N (ammonia), C(C(=O)O)NCP(=O)(O)O (glyphosate), C(C(=O)O)NCP(=O)(O)O (glyphosate), C(C(=O)[O-])(=O)[O-].[NH4+].[NH4+] (di-ammonium oxalate), N (ammonia). Run in O (Water). Product: C(C(=O)[O-])NCP.[NH4+].C(C(=O)[O-])(=O)[O-].[NH4+].[NH4+] (ammonium glyphosate di-ammonium oxalate). Reaction SMILES: [CH2:1]([NH:5][CH2:6][P:7](O)(O)=O)[C:2]([OH:4])=[O:3].[C:11]([O-:16])(=[O:15])[C:12]([O-:14])=[O:13].[NH4+:17].[NH4+].N>O>[CH2:1]([NH:5][CH2:6][PH2:7])[C:2]([O-:4])=[O:3].[NH4+:17].[C:11]([O-:16])(=[O:15])[C:12]([O-:14])=[O:13].[NH4+:5].[NH4+:5] |f:1.2.3,6.7.8.9.10|. Reported procedure: 35 lb/hr of glyphosate acid wet cake containing approximately 12–13% by weight moisture and 7.3 lb/hr of di-ammonium oxalate are pre-blended and then metered into the mixer at a rate of approximately 42.3 lb/hr. The surfactant is injected into the mixer at a rate of approximately 0.7 lb/hr. Liquid anhydrous ammonia is injected into the mixer at a rate of approximately 2.6 lb/hr. Water is injected into the reactor at a rate of about 2 lb/hr to attain a total moisture content of approximately 20% ... The reactants are CC(C)(C)c1ccc(C#CC(=O)O)cc1, C=Cc1cc(CNC(=O)NCc2ccc(C(C)(C)C)cc2)cc(F)c1NS(C)(=O)=O, CCCCCC, CCOC(C)=O, CN(C)C=O. Yields the product C=Cc1cc(CNC(=O)C#Cc2ccc(C(C)(C)C)cc2)cc(F)c1NS(C)(=O)=O. As a reaction SMILES: [C:1]([CH3:2])([CH3:3])([CH3:4])[c:5]1[cH:6][cH:7][c:8]([C:11]#[C:12][C:13](=[O:14])[OH:15])[cH:9][cH:10]1.[CH3:16][S:17](=[O:18])(=[O:19])[NH:20][c:21]1[c:22]([F:45])[cH:23][c:24]([CH2:29][NH:30][C:31]([NH:32][CH2:33][c:34]2[cH:35][cH:36][c:37]([C:38]([CH3:39])([CH3:40])[CH3:41])[cH:42][cH:43]2)=[O:44])[cH:25][c:26]1[CH:27]=[CH2:28].[CH3:46][CH2:47][CH2:48][CH2:49][CH2:50][CH3:51].[CH3:52][CH2:53][O:54][C:55]([CH3:56])=[O:57].[O:58]=[CH:59][N:60]([CH3:61])[CH3:62]>>[C:1]([CH3:2])([CH3:3])([CH3:4])[c:5]1[cH:6][cH:7][c:8]([C:11]#[C:12][C:13](=[O:15])[NH:30][CH2:29][c:24]2[cH:23][c:22]([F:45])[c:21]([NH:20][S:17]([CH3:16])(=[O:18])=[O:19])[c:26]([CH:27]=[CH2:28])[cH:25]2)[cH:9][cH:10]1. Reactants: BrCCNC1=NC(=NC(=C1)Cl)Cl (N-(2-bromoethyl)-2,6-dichloropyrimidin-4-amine), C(=O)([O-])[O-].[K+].[K+] (K2CO3). The solvent is O1CCOCC1 (1,4-dioxane), O (water). Reaction conditions: temperature 70 celsius, time 4 hour. Yields the product ClC=1C=C2N(C(N1)=O)CCN2 (7-chloro-2,3-dihydroimidazo[1,2-c]pyrimidin-5(1H)-one). Reaction SMILES: Br[CH2:2][CH2:3][NH:4][C:5]1[CH:10]=[C:9]([Cl:11])[N:8]=[C:7](Cl)[N:6]=1.C([O-])([O-])=[O:14].[K+].[K+]>O1CCOCC1.O>[Cl:11][C:9]1[CH:10]=[C:5]2[NH:4][CH2:3][CH2:2][N:6]2[C:7](=[O:14])[N:8]=1 |f:1.2.3|. Procedure: To a mixture of N-(2-bromoethyl)-2,6-dichloropyrimidin-4-amine (10 g, 18 mmol) in 1,4-dioxane (30 mL) and water (30.0 mL) was added K2CO3 (4.85 g, 35.1 mmol). The reaction mixture was stirred at 70° C. for 4 h, and then directly used into next step without further purification.